This data is from the Open Reaction Database (ORD), a public repository of structured organic reaction records. The task is: describe an organic reaction: reactants, conditions, products, and yield Reactants: CC(C)(C)CCCOC1CCC2C3C(=O)C=C4CC(O[Si](C)(C)C(C)(C)C)CCC4(C)C3CCC12C, CC(=O)O, [Cl-], [Na+], C1CCOC1, O. Product: CC(C)(C)CCCOC1CCC2C3C(=O)C=C4CC(O)CCC4(C)C3CCC12C. Reaction SMILES: [CH3:1][C:2]([Si:3]([CH3:4])([CH3:5])[O:6][CH:7]1[CH2:8][C:9]2=[CH:10][C:11](=[O:34])[CH:12]3[CH:13]4[CH2:14][CH2:15][CH:16]([O:26][CH2:27][CH2:28][CH2:29][C:30]([CH3:31])([CH3:32])[CH3:33])[C:17]4([CH3:18])[CH2:19][CH2:20][CH:21]3[C:22]2([CH3:25])[CH2:23][CH2:24]1)([CH3:35])[CH3:36].[CH3:42][C:43](=[O:44])[OH:45].[Cl-:47].[Na+:46].[O:37]1[CH2:38][CH2:39][CH2:40][CH2:41]1.[OH2:48]>>[OH:6][CH:7]1[CH2:8][C:9]2=[CH:10][C:11](=[O:34])[CH:12]3[CH:13]4[CH2:14][CH2:15][CH:16]([O:26][CH2:27][CH2:28][CH2:29][C:30]([CH3:31])([CH3:32])[CH3:33])[C:17]4([CH3:18])[CH2:19][CH2:20][CH:21]3[C:22]2([CH3:25])[CH2:23][CH2:24]1. Reactants: OC=1C=C(C=CC1)C1=NC=C(C=N1)OCCCCCCCC (2-(3-hydroxyphenyl)-5-octyloxypyrimidine), C(CCC)[C@H]1[C@@H](O1)CO ((2S,3S)-3-butyloxiran-2-ylmethanol). Run in C(Cl)(Cl)Cl (CHCl3). The product is C(CCC)[C@H]1[C@@H](O1)COC=1C=C(C=CC1)C1=NC=C(C=N1)OCCCCCCCC (2-[3-((2S,3S)-3-Butyloxiran-2-ylmethoxy)phenyl]-5-octyloxypyrimidine). RXN SMILES: [OH:1][C:2]1[CH:3]=[C:4]([C:8]2[N:13]=[CH:12][C:11]([O:14][CH2:15][CH2:16][CH2:17][CH2:18][CH2:19][CH2:20][CH2:21][CH3:22])=[CH:10][N:9]=2)[CH:5]=[CH:6][CH:7]=1.[CH2:23]([C@@H:27]1[O:29][C@H:28]1[CH2:30]O)[CH2:24][CH2:25][CH3:26]>C(Cl)(Cl)Cl>[CH2:23]([C@@H:27]1[O:29][C@H:28]1[CH2:30][O:1][C:2]1[CH:3]=[C:4]([C:8]2[N:13]=[CH:12][C:11]([O:14][CH2:15][CH2:16][CH2:17][CH2:18][CH2:19][CH2:20][CH2:21][CH3:22])=[CH:10][N:9]=2)[CH:5]=[CH:6][CH:7]=1)[CH2:24][CH2:25][CH3:26]. Procedure details: The synthesis is carried out analogously to Example 11 from 2-(3-hydroxyphenyl)-5-octyloxypyrimidine and (2S,3S)-3-butyloxiran-2-ylmethanol. ##STR45## [α]D20 (CHCl3)=-14.74 Starting materials: C(C1=CC=CC=C1)OC(NC[C@@H]1CC[C@H](CC1)C1=NC(=C2C(=NC=NN21)N)C2=CC=C(C=C2)OC2=CC=CC=C2)=O (trans-{4-[4-amino-5-(4-phenoxy-phenyl)-imidazo[5,1-f][1,2,4]triazin-7-yl]-cyclohexylmethyl}-carbamic acid benzyl ester), Cl (HCl). Solvent: O1CCOCC1 (1,4-dioxane). Product: NC[C@@H]1CC[C@H](CC1)C1=NC(=C2C(=NC=NN21)N)C2=CC=C(C=C2)OC2=CC=CC=C2 (trans-7-(4-Aminomethyl-cyclohexyl)-5-(4-phenoxy-phenyl)-imidazo[5,1-f][1,2,4]triazin-4-ylamine). Reaction SMILES: C(OC(=O)[NH:10][CH2:11][C@H:12]1[CH2:17][CH2:16][C@H:15]([C:18]2[N:26]3[C:21]([C:22]([NH2:27])=[N:23][CH:24]=[N:25]3)=[C:20]([C:28]3[CH:33]=[CH:32][C:31]([O:34][C:35]4[CH:40]=[CH:39][CH:38]=[CH:37][CH:36]=4)=[CH:30][CH:29]=3)[N:19]=2)[CH2:14][CH2:13]1)C1C=CC=CC=1.Cl>O1CCOCC1>[NH2:10][CH2:11][C@H:12]1[CH2:13][CH2:14][C@H:15]([C:18]2[N:26]3[C:21]([C:22]([NH2:27])=[N:23][CH:24]=[N:25]3)=[C:20]([C:28]3[CH:29]=[CH:30][C:31]([O:34][C:35]4[CH:36]=[CH:37][CH:38]=[CH:39][CH:40]=4)=[CH:32][CH:33]=3)[N:19]=2)[CH2:16][CH2:17]1. Procedure details: A solution of trans-{4-[4-amino-5-(4-phenoxy-phenyl)-imidazo[5,1-f][1,2,4]triazin-7-yl]-cyclohexylmethyl}-carbamic acid benzyl ester (20.0 mg, 0.0364 mmol) and 4 M of HCl in 1,4-dioxane (2 mL) was heated to reflux overnight. The solution was concentrated in vacuo and left to dry in the vacuum oven overnight to afford the title compound as a yellow solid. 1H NMR (400 MHz, CDCl3): δ=1.23-1.37 (m, 2H), 1.83-1.99 (m, 3H), 2.03-2.09 (m, 2H), 2.15-2.24 (m, 2H), 2.86 (d, J=4.0 Hz, 2H), 3.44-3.56 (m, 1H...